This data is from the Open Reaction Database (ORD), a public repository of structured organic reaction records. The task is: describe an organic reaction: reactants, conditions, products, and yield Reactants: Cc1cc(OCCN2CCCC2=O)cc(C)c1-c1cccc(CN(c2ccc(CCC(=O)OC(C)(C)C)c(F)c2)S(=O)(=O)c2ccccc2[N+](=O)[O-])c1, CN(C)C=O, [Li+], [OH-], O, O=C(O)CS. The product is Cc1cc(OCCN2CCCC2=O)cc(C)c1-c1cccc(CNc2ccc(CCC(=O)OC(C)(C)C)c(F)c2)c1. Reaction SMILES: [CH3:1][c:2]1[c:3](-[c:18]2[cH:19][c:20]([CH2:24][N:25]([c:26]3[cH:27][c:28]([F:41])[c:29]([CH2:32][CH2:33][C:34](=[O:35])[O:36][C:37]([CH3:38])([CH3:39])[CH3:40])[cH:30][cH:31]3)[S:42]([c:43]3[cH:44][cH:45][cH:46][cH:47][c:48]3[N+:49]([O-:50])=[O:51])(=[O:52])=[O:53])[cH:21][cH:22][cH:23]2)[c:4]([CH3:17])[cH:5][c:6]([O:8][CH2:9][CH2:10][N:11]2[C:12](=[O:16])[CH2:13][CH2:14][CH2:15]2)[cH:7]1.[CH3:62][N:63]([CH3:64])[CH:65]=[O:66].[Li+:61].[OH-:60].[OH2:59].[SH:54][CH2:55][C:56]([OH:57])=[O:58]>>[CH3:1][c:2]1[c:3](-[c:18]2[cH:19][c:20]([CH2:24][NH:25][c:26]3[cH:27][c:28]([F:41])[c:29]([CH2:32][CH2:33][C:34](=[O:35])[O:36][C:37]([CH3:38])([CH3:39])[CH3:40])[cH:30][cH:31]3)[cH:21][cH:22][cH:23]2)[c:4]([CH3:17])[cH:5][c:6]([O:8][CH2:9][CH2:10][N:11]2[C:12](=[O:16])[CH2:13][CH2:14][CH2:15]2)[cH:7]1. Reactants: OCc1ccc(I)cc1OCc1ccccc1, CS(C)=O, O=C(Cl)C(=O)Cl, ClCCl. The product is O=Cc1ccc(I)cc1OCc1ccccc1. Reaction SMILES: [CH2:1]([c:2]1[cH:3][cH:4][cH:5][cH:6][cH:7]1)[O:8][c:9]1[c:10]([CH2:16][OH:17])[cH:11][cH:12][c:13]([I:15])[cH:14]1.[CH3:27][S:28]([CH3:29])=[O:30].[Cl:18][C:19]([C:20]([Cl:21])=[O:22])=[O:23].[Cl:24][CH2:25][Cl:26]>>[CH2:1]([c:2]1[cH:3][cH:4][cH:5][cH:6][cH:7]1)[O:8][c:9]1[c:10]([CH:16]=[O:17])[cH:11][cH:12][c:13]([I:15])[cH:14]1. Starting materials: CS(=O)c1sc(-c2cc[nH]n2)c2c1C(=O)CC(C)(C)C2, C[O-], CO, [Na+]. RXN SMILES: [CH3:1][C:2]1([CH3:20])[CH2:3][C:4](=[O:19])[c:5]2[c:6]([c:7](-[c:13]3[n:14][nH:15][cH:16][cH:17]3)[s:8][c:9]2[S:10]([CH3:11])=[O:12])[CH2:18]1.[CH3:21][O-:22].[CH3:24][OH:25].[Na+:23]>>[CH3:1][C:2]1([CH3:20])[CH2:3][C:4](=[O:19])[c:5]2[c:6]([c:7](-[c:13]3[n:14][nH:15][cH:16][cH:17]3)[s:8][c:9]2[O:22][CH3:21])[CH2:18]1. Product: COc1sc(-c2cc[nH]n2)c2c1C(=O)CC(C)(C)C2. Starting materials: C(C1=CC=CC=C1)OC(NC1N=C(C2=C(N(C1=O)C)C=CC=C2)C2=CC=C(C=C2)Br)=O ([5-(4-bromophenyl)-1-methyl-2-oxo-2,3-dihydro-1H-benzo[e][1,4]-diazepin-3-yl]-carbamic acid benzyl ester), C1(=CC=CC=C1)P(CCCP(C1=CC=CC=C1)C1=CC=CC=C1)C1=CC=CC=C1 (1,3-bis(diphenylphosphino)propane), C[Si](N[Si](C)(C)C)(C)C (hexamethyldisilazane), C(C)(C)N(C(C)C)CC (N,N-diisopropylethylamine), CN(C)C=O (DMF). Reagents/catalysts: C(C)(=O)[O-].[Pd+2].C(C)(=O)[O-] (Palladium (II) acetate). Conditions: time 6 hour. Yields the product C(C1=CC=CC=C1)OC(NC1N=C(C2=C(N(C1=O)C)C=CC=C2)C2=CC=C(C=C2)C(N)=O)=O ([5-(4-carbamoyl-phenyl)-1-methyl-2-oxo-2,3-dihydro-1H-benzo[e][1,4]-diazepin-3-yl-]carbamic acid benzyl ester). As a reaction SMILES: [CH2:1]([O:8][C:9](=[O:31])[NH:10][CH:11]1[C:17](=[O:18])[N:16]([CH3:19])[C:15]2[CH:20]=[CH:21][CH:22]=[CH:23][C:14]=2[C:13]([C:24]2[CH:29]=[CH:28][C:27](Br)=[CH:26][CH:25]=2)=[N:12]1)[C:2]1[CH:7]=[CH:6][CH:5]=[CH:4][CH:3]=1.C1(P(C2C=CC=CC=2)CCCP(C2C=CC=CC=2)C2C=CC=CC=2)C=CC=CC=1.C[Si](C)(C)N[Si](C)(C)C.C(N(CC)C(C)C)(C)C.C[N:80]([CH:82]=[O:83])C>C([O-])(=O)C.[Pd+2].C([O-])(=O)C>[CH2:1]([O:8][C:9](=[O:31])[NH:10][CH:11]1[C:17](=[O:18])[N:16]([CH3:19])[C:15]2[CH:20]=[CH:21][CH:22]=[CH:23][C:14]=2[C:13]([C:24]2[CH:29]=[CH:28][C:27]([C:82](=[O:83])[NH2:80])=[CH:26][CH:25]=2)=[N:12]1)[C:2]1[CH:7]=[CH:6][CH:5]=[CH:4][CH:3]=1 |f:5.6.7|. Procedure details: A solution of the product from Step 2B (3.5 g, 0.0073 moles), 1,3-bis(diphenylphosphino)propane (305 mg, 0.0073 moles), hexamethyldisilazane (10.8 ml, 0.0146 moles), and N,N-diisopropylethylamine (2.5 ml, 0.0146) in DMF were degassed with nitrogen bubbling for ten minutes. Palladium (II) acetate (162 mg, 0.00073 moles) was added and the mixture degassed for a further five minutes. Carbon monoxide gas was bubbled through the reaction mixture for 5 minutes at room temperature and then for 6 hours ... Starting materials: C(CCC)OC(=O)N1CCN(CC1)C(CNC(=O)OCC1=CC=CC=C1)=O (4-(2-Benzyloxycarbonylamino-acetyl)-piperazine-1-carboxylic acid butyl ester). Reagents/catalysts: [Pd] (Pd/C). Run in C(C)O (ethanol). Run at time 12 hour. Product: C(CCC)OC(=O)N1CCN(CC1)C(CN)=O (4-(2-Amino-acetyl)-piperazine-1-carboxylic acid butyl ester). RXN SMILES: [CH2:1]([O:5][C:6]([N:8]1[CH2:13][CH2:12][N:11]([C:14](=[O:27])[CH2:15][NH:16]C(OCC2C=CC=CC=2)=O)[CH2:10][CH2:9]1)=[O:7])[CH2:2][CH2:3][CH3:4]>C(O)C.[Pd]>[CH2:1]([O:5][C:6]([N:8]1[CH2:9][CH2:10][N:11]([C:14](=[O:27])[CH2:15][NH2:16])[CH2:12][CH2:13]1)=[O:7])[CH2:2][CH2:3][CH3:4]. Procedure details: To a solution of 6.34 g 4-(2-Benzyloxycarbonylamino-acetyl)-piperazine-1-carboxylic acid butyl ester in 120 ml ethanol were added 200 mg Pd/C (10%) and the suspension stirred under an atmosphere of hydrogen (3 bar) for 12 h. The reaction mixture was filtrated over a plug of Celite®, washed with ethanol and concentrated. Yield: 4.47 g colorless solid. Reactants: [Li]CCCC, CN(C)C=O, COc1cccc(F)c1, C1CCOC1. Product: COc1cccc(F)c1C=O. Reaction SMILES: [CH2:10]([Li:11])[CH2:12][CH2:13][CH3:14].[CH3:15][N:16]([CH:17]=[O:18])[CH3:19].[F:1][c:2]1[cH:3][c:4]([O:8][CH3:9])[cH:5][cH:6][cH:7]1.[O:20]1[CH2:21][CH2:22][CH2:23][CH2:24]1>>[F:1][c:2]1[c:3]([CH:17]=[O:18])[c:4]([O:8][CH3:9])[cH:5][cH:6][cH:7]1.